The task is: describe an organic reaction: reactants, conditions, products, and yield. This data is from the Open Reaction Database (ORD), a public repository of structured organic reaction records. The reactants are BrC(Br)(Br)Br, OCc1c(-c2ccccc2OC(F)(F)F)noc1C1CC1, ClCCl, c1ccc(P(c2ccccc2)c2ccccc2)cc1. Yields the product FC(F)(F)Oc1ccccc1-c1noc(C2CC2)c1CBr. RXN SMILES: [C:41]([Br:42])([Br:43])([Br:44])[Br:45].[CH:20]1([c:23]2[c:24]([CH2:39][OH:40])[c:25](-[c:28]3[c:29]([O:34][C:35]([F:36])([F:37])[F:38])[cH:30][cH:31][cH:32][cH:33]3)[n:26][o:27]2)[CH2:21][CH2:22]1.[Cl:46][CH2:47][Cl:48].[c:1]1([P:2]([c:3]2[cH:4][cH:5][cH:6][cH:7][cH:8]2)[c:9]2[cH:10][cH:11][cH:12][cH:13][cH:14]2)[cH:15][cH:16][cH:17][cH:18][cH:19]1>>[CH:20]1([c:23]2[c:24]([CH2:39][Br:42])[c:25](-[c:28]3[c:29]([O:34][C:35]([F:36])([F:37])[F:38])[cH:30][cH:31][cH:32][cH:33]3)[n:26][o:27]2)[CH2:21][CH2:22]1.